From a dataset of the Open Reaction Database (ORD), a public repository of structured organic reaction records. describe an organic reaction: reactants, conditions, products, and yield Procedure details: Acetonitrile (90 ml) was added to bis(p-tert-butylphenyl)iodonium chloride (6.4 g; 15 mmol) and methyl 9,10-dimethoxyanthracene-2-sulfonate (6.48 g; 19.5 mmol). The resultant mixture was heated at 82° C.-85° C. and refluxed for 20 hours while being stirred. The reaction mixture was cooled, and precipitated solid was separated through filtration. The solid was washed with ethyl acetate, and dried under vacuum, to thereby yield 8.32 g of bis(p-tert-butylphenyl)iodonium 9,10-dimethoxyanthracene-2-s... Yields the product COC=1C2=CC=CC=C2C(=C2C=CC(=CC12)S(=O)(=O)[O-])OC.C(C)(C)(C)C1=CC=C(C=C1)[I+]C1=CC=C(C=C1)C(C)(C)C (bis(p-tert-butylphenyl)iodonium 9,10-dimethoxyanthracene-2-sulfonate). RXN SMILES: [Cl-].[C:2]([C:6]1[CH:11]=[CH:10][C:9]([I+:12][C:13]2[CH:18]=[CH:17][C:16]([C:19]([CH3:22])([CH3:21])[CH3:20])=[CH:15][CH:14]=2)=[CH:8][CH:7]=1)([CH3:5])([CH3:4])[CH3:3].[CH3:23][O:24][C:25]1[C:26]2[C:31]([C:32]([O:44][CH3:45])=[C:33]3[C:38]=1[CH:37]=[C:36]([S:39]([O:42]C)(=[O:41])=[O:40])[CH:35]=[CH:34]3)=[CH:30][CH:29]=[CH:28][CH:27]=2>C(#N)C>[CH3:23][O:24][C:25]1[C:26]2[C:31]([C:32]([O:44][CH3:45])=[C:33]3[C:38]=1[CH:37]=[C:36]([S:39]([O-:42])(=[O:40])=[O:41])[CH:35]=[CH:34]3)=[CH:30][CH:29]=[CH:28][CH:27]=2.[C:19]([C:16]1[CH:17]=[CH:18][C:13]([I+:12][C:9]2[CH:8]=[CH:7][C:6]([C:2]([CH3:5])([CH3:4])[CH3:3])=[CH:11][CH:10]=2)=[CH:14][CH:15]=1)([CH3:22])([CH3:21])[CH3:20] |f:0.1,4.5|. Yield: 78.0%. Reactants: [Cl-].C(C)(C)(C)C1=CC=C(C=C1)[I+]C1=CC=C(C=C1)C(C)(C)C (bis(p-tert-butylphenyl)iodonium chloride), COC=1C2=CC=CC=C2C(=C2C=CC(=CC12)S(=O)(=O)OC)OC (methyl 9,10-dimethoxyanthracene-2-sulfonate), resultant mixture. Run in C(C)#N (Acetonitrile). Starting materials: N([C@@H](C)C(=O)N[C@@H](CCC(OC(C)(C)C)=O)C(=O)N[C@@H](CC(OC(C)(C)C)=O)C(=O)N[C@@H](CCC(OC(C)(C)C)=O)C(=O)N[C@@H](CO)C(=O)N[C@@H](C)C(=O)N[C@@H](CCC(OC(C)(C)C)=O)C(=O)N[C@@H](C)C(=O)N[C@@H](CC1=CC=CC=C1)C(=O)N1[C@H](C(=O)N[C@@H](CC(C)C)C(=O)N[C@@H](CCC(OC(C)(C)C)=O)C(=O)N[C@@H](CC2=CC=CC=C2)C(=O)OC(C)(C)C)CCC1)C(=O)OCC1=CC=CC=C1 (Z-Ala-Glu(OtBu)-Asp(OtBu)-Glu(OtBu)-Ser-Ala-Glu(OtBu)-Ala-Phe-Pro-Leu-Glu(OtBu)-Phe-OtBu). The reagents and catalysts are [Pd] (palladium-on-carbon). Solvent: CN(C)C=O (DMF). The product is N[C@@H](C)C(=O)N[C@@H](CCC(OC(C)(C)C)=O)C(=O)N[C@@H](CC(OC(C)(C)C)=O)C(=O)N[C@@H](CCC(OC(C)(C)C)=O)C(=O)N[C@@H](CO)C(=O)N[C@@H](C)C(=O)N[C@@H](CCC(OC(C)(C)C)=O)C(=O)N[C@@H](C)C(=O)N[C@@H](CC1=CC=CC=C1)C(=O)N1[C@H](C(=O)N[C@@H](CC(C)C)C(=O)N[C@@H](CCC(OC(C)(C)C)=O)C(=O)N[C@@H](CC2=CC=CC=C2)C(=O)OC(C)(C)C)CCC1 (H-Ala-Glu(OtBu)-Asp(OtBu)-Glu(OtBu)-Ser-Ala-Glu(OtBu)-Ala-Phe-Pro-Leu-Glu(OtBu)-Phe-OtBu). Yield: 96.9%. Reaction SMILES: [NH:1](C(OCC1C=CC=CC=1)=O)[C@H:2]([C:4]([NH:6][C@H:7]([C:17]([NH:19][C@H:20]([C:29]([NH:31][C@H:32]([C:42]([NH:44][C@H:45]([C:48]([NH:50][C@H:51]([C:53]([NH:55][C@H:56]([C:66]([NH:68][C@H:69]([C:71]([NH:73][C@H:74]([C:82]([N:84]1[CH2:127][CH2:126][CH2:125][C@H:85]1[C:86]([NH:88][C@H:89]([C:94]([NH:96][C@H:97]([C:107]([NH:109][C@H:110]([C:118]([O:120][C:121]([CH3:124])([CH3:123])[CH3:122])=[O:119])[CH2:111][C:112]1[CH:117]=[CH:116][CH:115]=[CH:114][CH:113]=1)=[O:108])[CH2:98][CH2:99][C:100](=[O:106])[O:101][C:102]([CH3:105])([CH3:104])[CH3:103])=[O:95])[CH2:90][CH:91]([CH3:93])[CH3:92])=[O:87])=[O:83])[CH2:75][C:76]1[CH:81]=[CH:80][CH:79]=[CH:78][CH:77]=1)=[O:72])[CH3:70])=[O:67])[CH2:57][CH2:58][C:59](=[O:65])[O:60][C:61]([CH3:64])([CH3:63])[CH3:62])=[O:54])[CH3:52])=[O:49])[CH2:46][OH:47])=[O:43])[CH2:33][CH2:34][C:35](=[O:41])[O:36][C:37]([CH3:40])([CH3:39])[CH3:38])=[O:30])[CH2:21][C:22](=[O:28])[O:23][C:24]([CH3:27])([CH3:26])[CH3:25])=[O:18])[CH2:8][CH2:9][C:10](=[O:16])[O:11][C:12]([CH3:15])([CH3:14])[CH3:13])=[O:5])[CH3:3]>[Pd].CN(C=O)C>[NH2:1][C@H:2]([C:4]([NH:6][C@H:7]([C:17]([NH:19][C@H:20]([C:29]([NH:31][C@H:32]([C:42]([NH:44][C@H:45]([C:48]([NH:50][C@H:51]([C:53]([NH:55][C@H:56]([C:66]([NH:68][C@H:69]([C:71]([NH:73][C@H:74]([C:82]([N:84]1[CH2:127][CH2:126][CH2:125][C@H:85]1[C:86]([NH:88][C@H:89]([C:94]([NH:96][C@H:97]([C:107]([NH:109][C@H:110]([C:118]([O:120][C:121]([CH3:122])([CH3:123])[CH3:124])=[O:119])[CH2:111][C:112]1[CH:117]=[CH:116][CH:115]=[CH:114][CH:113]=1)=[O:108])[CH2:98][CH2:99][C:100](=[O:106])[O:101][C:102]([CH3:103])([CH3:104])[CH3:105])=[O:95])[CH2:90][CH:91]([CH3:93])[CH3:92])=[O:87])=[O:83])[CH2:75][C:76]1[CH:77]=[CH:78][CH:79]=[CH:80][CH:81]=1)=[O:72])[CH3:70])=[O:67])[CH2:57][CH2:58][C:59](=[O:65])[O:60][C:61]([CH3:64])([CH3:63])[CH3:62])=[O:54])[CH3:52])=[O:49])[CH2:46][OH:47])=[O:43])[CH2:33][CH2:34][C:35](=[O:41])[O:36][C:37]([CH3:40])([CH3:39])[CH3:38])=[O:30])[CH2:21][C:22](=[O:28])[O:23][C:24]([CH3:27])([CH3:26])[CH3:25])=[O:18])[CH2:8][CH2:9][C:10](=[O:16])[O:11][C:12]([CH3:15])([CH3:13])[CH3:14])=[O:5])[CH3:3]. Procedure details: 8.5 g. 4.41 mmoles) of Z-27-39-OtBu are dissolved in 850 ml. of dry DMF, and the mixture is hydrogenated in the presence of palladium-on-carbon. At the end of the reaction, the catalyst is removed by filtration; the filtate is evaporated to dryness, and the residue is triturated with ether. 7.65 g. (96.9 %) of H-27-39-OtBu are obtained. M.p.: 197°C (under decomposition), Rf12 = 0.3.